From a dataset of the Open Reaction Database (ORD), a public repository of structured organic reaction records. describe an organic reaction: reactants, conditions, products, and yield The reactants are [OH-].[Li+] (Lithium hydroxide), C(C)(=O)N1[C@H](C[C@H](C2=CC(=CC=C12)C1=CC=C(C=C1)CCC(=O)OCC)NC(=O)OC(C)C)C (ethyl 3-{4-[(2S,4R)-1-acetyl-2-methyl-4-({[(1-methylethyl)oxy]carbonyl}amino)-1,2,3,4-tetrahydro-6-quinolinyl]phenyl}propanoate), Intermediate 101. Run in CO (methanol). Run at time 12 hour. Yields the product C(C)(=O)N1[C@H](C[C@H](C2=CC(=CC=C12)C1=CC=C(C=C1)CCC(=O)O)NC(=O)OC(C)C)C (3-{4-[(2S,4R)-1-acetyl-2-methyl-4-({[(1-methylethyl)oxy]carbonyl}amino)-1,2,3,4-tetrahydro-6-quinolinyl]phenyl}propanoic acid). Isolated yield 96.0%. RXN SMILES: [OH-].[Li+].[C:3]([N:6]1[C:15]2[C:10](=[CH:11][C:12]([C:16]3[CH:21]=[CH:20][C:19]([CH2:22][CH2:23][C:24]([O:26]CC)=[O:25])=[CH:18][CH:17]=3)=[CH:13][CH:14]=2)[C@H:9]([NH:29][C:30]([O:32][CH:33]([CH3:35])[CH3:34])=[O:31])[CH2:8][C@@H:7]1[CH3:36])(=[O:5])[CH3:4]>CO>[C:3]([N:6]1[C:15]2[C:10](=[CH:11][C:12]([C:16]3[CH:21]=[CH:20][C:19]([CH2:22][CH2:23][C:24]([OH:26])=[O:25])=[CH:18][CH:17]=3)=[CH:13][CH:14]=2)[C@H:9]([NH:29][C:30]([O:32][CH:33]([CH3:35])[CH3:34])=[O:31])[CH2:8][C@@H:7]1[CH3:36])(=[O:5])[CH3:4] |f:0.1|. Procedure: Lithium hydroxide (1N in water, 2 mL, 2.000 mmol) was added to a solution of ethyl 3-{4-[(2S,4R)-1-acetyl-2-methyl-4-({[(1-methylethyl)oxy]carbonyl}amino)-1,2,3,4-tetrahydro-6-quinolinyl]phenyl}propanoate (for a preparation see Intermediate 101) (39.7 mg, 0.085 mmol) in methanol (5 mL). The reaction mixture was stirred at room temperature for 12 h then most of the solvent was removed in vacuo. The residue was partitioned between AcOEt (30 mL), water (20 mL) and glacial acetic acid (0.5 mL). The ...